This data is from the Open Reaction Database (ORD), a public repository of structured organic reaction records. The task is: describe an organic reaction: reactants, conditions, products, and yield Starting materials: COC(=O)C(C)Nc1c(C)ccc(CC(=O)Nc2cc(Cl)cc(Cl)c2)c1C, COCC(=O)O, Cc1ccccc1, [Cl-], c1ccncc1. Yields the product COCC(=O)N(c1c(C)ccc(CC(=O)Nc2cc(Cl)cc(Cl)c2)c1C)C(C)C(=O)OC. Reaction SMILES: [CH3:1][O:2][C:3](=[O:4])[CH:5]([CH3:6])[NH:7][c:8]1[c:9]([CH3:27])[c:10]([CH2:15][C:16]([NH:17][c:18]2[cH:19][c:20]([Cl:25])[cH:21][c:22]([Cl:24])[cH:23]2)=[O:26])[cH:11][cH:12][c:13]1[CH3:14].[CH3:35][O:36][CH2:37][C:38](=[O:39])[OH:40].[CH3:41][c:42]1[cH:43][cH:44][cH:45][cH:46][cH:47]1.[Cl-:34].[cH:28]1[cH:29][cH:30][n:31][cH:32][cH:33]1>>[CH3:1][O:2][C:3](=[O:4])[CH:5]([CH3:6])[N:7]([c:8]1[c:9]([CH3:27])[c:10]([CH2:15][C:16]([NH:17][c:18]2[cH:19][c:20]([Cl:25])[cH:21][c:22]([Cl:24])[cH:23]2)=[O:26])[cH:11][cH:12][c:13]1[CH3:14])[C:38]([CH2:37][O:36][CH3:35])=[O:39]. Reactants: ClCCl, OO, C1=CC(c2cccc3ccccc23)Nc2c1cccc2P(c1ccccc1)c1ccccc1. Product: O=P(c1ccccc1)(c1ccccc1)c1cccc2c1NC(c1cccc3ccccc13)C=C2. RXN SMILES: [Cl:36][CH2:37][Cl:38].[OH:34][OH:35].[c:1]1([P:7]([c:8]2[cH:9][cH:10][cH:11][c:12]3[c:17]2[NH:16][CH:15]([c:18]2[cH:19][cH:20][cH:21][c:22]4[cH:23][cH:24][cH:25][cH:26][c:27]24)[CH:14]=[CH:13]3)[c:28]2[cH:29][cH:30][cH:31][cH:32][cH:33]2)[cH:2][cH:3][cH:4][cH:5][cH:6]1>>[c:1]1([P:7]([c:8]2[cH:9][cH:10][cH:11][c:12]3[c:17]2[NH:16][CH:15]([c:18]2[cH:19][cH:20][cH:21][c:22]4[cH:23][cH:24][cH:25][cH:26][c:27]24)[CH:14]=[CH:13]3)([c:28]2[cH:29][cH:30][cH:31][cH:32][cH:33]2)=[O:34])[cH:2][cH:3][cH:4][cH:5][cH:6]1.